This data is from the Open Reaction Database (ORD), a public repository of structured organic reaction records. The task is: describe an organic reaction: reactants, conditions, products, and yield The reactants are C(C)C=1C=CC(=C(C(=O)OC)C1)OS(=O)(=O)C(F)(F)F (methyl 5-ethyl-2-{[(trifluoromethyl)sulfonyl]oxy}benzoate), FC1=CC=C(C=C1)B(O)O (4-fluorophenylboronic acid), C(=O)([O-])[O-].[Na+].[Na+] (Na2CO3). Reagents/catalysts: C=1C=CC(=CC1)[P](C=2C=CC=CC2)(C=3C=CC=CC3)[Pd]([P](C=4C=CC=CC4)(C=5C=CC=CC5)C=6C=CC=CC6)([P](C=7C=CC=CC7)(C=8C=CC=CC8)C=9C=CC=CC9)[P](C=1C=CC=CC1)(C=1C=CC=CC1)C=1C=CC=CC1 (Pd(PPh3)4). The solvent is C1(=CC=CC=C1)C (toluene), CCO (EtOH), CCOCC (Et2O), O (water). Reaction conditions: temperature 90 celsius, time 5 minute. Yields the product C(C)C=1C=C(C(=CC1)C1=CC=C(C=C1)F)C(=O)OC (methyl 4-ethyl-4′-fluoro-1,1′-biphenyl-2-carboxylate). As a reaction SMILES: [CH2:1]([C:3]1[CH:4]=[CH:5][C:6](OS(C(F)(F)F)(=O)=O)=[C:7]([CH:12]=1)[C:8]([O:10][CH3:11])=[O:9])[CH3:2].[F:21][C:22]1[CH:27]=[CH:26][C:25](B(O)O)=[CH:24][CH:23]=1.C([O-])([O-])=O.[Na+].[Na+]>C1(C)C=CC=CC=1.CCO.CCOCC.O.C1C=CC([P]([Pd]([P](C2C=CC=CC=2)(C2C=CC=CC=2)C2C=CC=CC=2)([P](C2C=CC=CC=2)(C2C=CC=CC=2)C2C=CC=CC=2)[P](C2C=CC=CC=2)(C2C=CC=CC=2)C2C=CC=CC=2)(C2C=CC=CC=2)C2C=CC=CC=2)=CC=1>[CH2:1]([C:3]1[CH:12]=[C:7]([C:8]([O:10][CH3:11])=[O:9])[C:6]([C:25]2[CH:26]=[CH:27][C:22]([F:21])=[CH:23][CH:24]=2)=[CH:5][CH:4]=1)[CH3:2] |f:2.3.4,^1:56,58,77,96|. Reported procedure: To 1.5 g (4.8 mmol) of product from Step 1 in 12.5 mL of toluene at room temperature was added 0.28 g (0.24 mmol, 0.05 eq.) of Pd(PPh3)4. After stirring for 5 min, 1.1 g (5.7 mmol, 1.2 eq.) of 4-fluorophenylboronic acid in 5.5 mL of EtOH followed by 11.5 mL of 2 M aqueous Na2CO3 were added. After heating at 90° C. for 12 h the reaction was judged complete, cooled and diluted with Et2O (100 mL) and water (50 mL). The resulting layers were separated and the aqueous layer extracted twice with Et2O ... Starting materials: COC(=O)C(CC(C)C)N1CC(Oc2ccc(OC)cc2)=CC1=O, Cl, [Li+], C1CCOC1, [OH-], O, O. The product is COc1ccc(OC2=CC(=O)N(C(CC(C)C)C(=O)O)C2)cc1. Reaction SMILES: [CH3:1][O:2][C:3]([CH:4]([CH2:5][CH:6]([CH3:7])[CH3:8])[N:9]1[C:10](=[O:23])[CH:11]=[C:12]([O:14][c:15]2[cH:16][cH:17][c:18]([O:21][CH3:22])[cH:19][cH:20]2)[CH2:13]1)=[O:24].[ClH:28].[Li+:27].[O:29]1[CH2:30][CH2:31][CH2:32][CH2:33]1.[OH-:26].[OH2:25].[OH2:34]>>[O:2]=[C:3]([CH:4]([CH2:5][CH:6]([CH3:7])[CH3:8])[N:9]1[C:10](=[O:23])[CH:11]=[C:12]([O:14][c:15]2[cH:16][cH:17][c:18]([O:21][CH3:22])[cH:19][cH:20]2)[CH2:13]1)[OH:24].